From a dataset of the Open Reaction Database (ORD), a public repository of structured organic reaction records. describe an organic reaction: reactants, conditions, products, and yield Solvent: O1CCOCC1 (dioxane), O (water). Run at temperature 60 celsius, time 2 hour. Reported procedure: 5-Bromo-6-methoxy-nicotinic acid methyl ester (W. J. Thompson et al., J. Org. Chem. 49 (1984), 5237-5243; 2.00 g, 8.13 mmol) was dissolved in dioxane (40 ml), lithium hydroxide (40 ml of a 1 M solution in water) was added and subsequently sufficient methanol to achieve complete dissolution. The mixture was stirred at 60° C. for 2 h. The methanol was evaporated in vacuo and the remaining mixture was acidified with 2 N hydrochloric acid and extracted with EA. The combined extracts were dried over ... As a reaction SMILES: C[O:2][C:3](=[O:13])[C:4]1[CH:9]=[C:8]([Br:10])[C:7]([O:11][CH3:12])=[N:6][CH:5]=1.[OH-].[Li+].CO>O1CCOCC1.O>[Br:10][C:8]1[C:7]([O:11][CH3:12])=[N:6][CH:5]=[C:4]([CH:9]=1)[C:3]([OH:13])=[O:2] |f:1.2|. Reactants: CO (methanol), COC(C1=CN=C(C(=C1)Br)OC)=O (5-Bromo-6-methoxy-nicotinic acid methyl ester), [OH-].[Li+] (lithium hydroxide), solution. The product is BrC=1C(=NC=C(C(=O)O)C1)OC (5-Bromo-6-methoxy-nicotinic acid). Starting materials: ClCCCCCCO (6-chlorohexanol), O[C@@H](CN[C@@H](CC1=CC=C(C=C1)O)C)COC1=CC=CC=C1 (p-[(R)-2-[[(S)-2-hydroxy-3-phenoxypropyl]-amino]propyl]phenol), potassium t-butylate. Run in CS(=O)C (dimethylsulfoxide). Run at time 1 hour. The product is O[C@@H](CN[C@@H](CC1=CC=C(OCCCCCCO)C=C1)C)COC1=CC=CC=C1 (6-[p-[(R)-2-[[(S)-2-hydroxy-3-phenoxypropyl]amino]propyl]phenoxy]hexanol). As a reaction SMILES: Cl[CH2:2][CH2:3][CH2:4][CH2:5][CH2:6][CH2:7][OH:8].[OH:9][C@H:10]([CH2:23][O:24][C:25]1[CH:30]=[CH:29][CH:28]=[CH:27][CH:26]=1)[CH2:11][NH:12][C@H:13]([CH3:22])[CH2:14][C:15]1[CH:20]=[CH:19][C:18]([OH:21])=[CH:17][CH:16]=1>CS(C)=O>[OH:9][C@H:10]([CH2:23][O:24][C:25]1[CH:30]=[CH:29][CH:28]=[CH:27][CH:26]=1)[CH2:11][NH:12][C@H:13]([CH3:22])[CH2:14][C:15]1[CH:20]=[CH:19][C:18]([O:21][CH2:2][CH2:3][CH2:4][CH2:5][CH2:6][CH2:7][OH:8])=[CH:17][CH:16]=1. Procedure details: 300 ml of 6-chlorohexanol were added to a solution of 602 mg of p-[(R)-2-[[(S)-2-hydroxy-3-phenoxypropyl]-amino]propyl]phenol and 246 mg of potassium t-butylate in 10 ml of dimethylsulfoxide and the reaction mixture was stirred at 80° for 1 hour. The reaction mixture was evaporated in a high vacuum and the residue was chromatographed on silica gel with chloroform/n-propanol/saturated ammonia (1000:50:3), whereby there were obtained 500 mg of pure, amorphous 6-[p-[(R)-2-[[(S)-2-hydroxy-3-phenoxyp...